From a dataset of the Open Reaction Database (ORD), a public repository of structured organic reaction records. describe an organic reaction: reactants, conditions, products, and yield The reactants are FC=1C=CC(=C(C(=O)O)C1)C(C[C@@](CC#C)(C(F)(F)F)O)(C)C (5-fluoro-2-((S)-3-hydroxy-1,1-dimethyl-3-trifluoromethylhex-5-ynyl)benzoic acid), N1C=NC=C1 (imidazole), [Si](CC)(CC)(CC)Cl (TESCl). The solvent is CN(C)C=O (DMF). Conditions: temperature 100 celsius, time 3 day. Yields the product CC(C[C@@](CC#C)(C(F)(F)F)O[Si](CC)(CC)CC)(C)C1=C(C(=O)O)C=C(C=C1)F (2-((S)-1,1-dimethyl-3-triethylsilanyloxy-3-trifluoromethylhex-5-ynyl)-5-fluorobenzoic acid). Reaction SMILES: [F:1][C:2]1[CH:3]=[CH:4][C:5]([C:11]([CH3:23])([CH3:22])[CH2:12][C@:13]([OH:21])([C:17]([F:20])([F:19])[F:18])[CH2:14][C:15]#[CH:16])=[C:6]([CH:10]=1)[C:7]([OH:9])=[O:8].N1C=CN=C1.[Si:29](Cl)([CH2:34][CH3:35])([CH2:32][CH3:33])[CH2:30][CH3:31]>CN(C=O)C>[CH3:22][C:11]([C:5]1[CH:4]=[CH:3][C:2]([F:1])=[CH:10][C:6]=1[C:7]([OH:9])=[O:8])([CH3:23])[CH2:12][C@:13]([O:21][Si:29]([CH2:34][CH3:35])([CH2:32][CH3:33])[CH2:30][CH3:31])([C:17]([F:19])([F:20])[F:18])[CH2:14][C:15]#[CH:16]. Reported procedure: To a solution of 10.6 g (0.032 mol) of 5-fluoro-2-((S)-3-hydroxy-1,1-dimethyl-3-trifluoromethylhex-5-ynyl)benzoic acid and 17.8 g (0.026 mol) of imidazole in 70 mL of DMF was added 75.6 mL (0.45 mol) of TESCl. The reaction mixture was stirred at 100° C. for 3 days. Volatiles were removed in vacuo, the reaction mixture was cooled to 10° C. with an ice bath, and 1 L of 1 N HCl was added. The ice bath was removed and the mixture was stirred at room temperature for 2 hours. Ethyl acetate was added a... The product is Cn1ncc(NC(=O)NC(C(=O)NCCNC(=O)OC(C)(C)C)C(=O)NCCNC(=O)OC(C)(C)C)c1NC(c1ccccc1)(c1ccccc1)c1ccccc1. Reactants: CCN(C(C)C)C(C)C, Cn1ncc(NC(=O)Oc2ccccc2)c1NC(c1ccccc1)(c1ccccc1)c1ccccc1, CCOCC, ClC(Cl)Cl, CC(C)(C)OC(=O)NCCNC(=O)C(N)C(=O)NCCNC(=O)OC(C)(C)C. RXN SMILES: [CH2:65]([N:66]([CH:67]([CH3:68])[CH3:69])[CH:70]([CH3:71])[CH3:72])[CH3:73].[CH3:1][n:2]1[n:3][cH:4][c:5]([NH:27][C:28]([O:29][c:31]2[cH:32][cH:33][cH:34][cH:35][cH:36]2)=[O:30])[c:6]1[NH:7][C:8]([c:9]1[cH:10][cH:11][cH:12][cH:13][cH:14]1)([c:15]1[cH:16][cH:17][cH:18][cH:19][cH:20]1)[c:21]1[cH:22][cH:23][cH:24][cH:25][cH:26]1.[CH3:74][CH2:75][O:76][CH2:77][CH3:78].[CH:79]([Cl:80])([Cl:81])[Cl:82].[NH2:37][CH:38]([C:39]([NH:40][CH2:41][CH2:42][NH:43][C:44](=[O:45])[O:46][C:47]([CH3:48])([CH3:49])[CH3:50])=[O:51])[C:52]([NH:53][CH2:54][CH2:55][NH:56][C:57](=[O:58])[O:59][C:60]([CH3:61])([CH3:62])[CH3:63])=[O:64]>>[CH3:1][n:2]1[n:3][cH:4][c:5]([NH:27][C:28](=[O:29])[NH:37][CH:38]([C:39]([NH:40][CH2:41][CH2:42][NH:43][C:44](=[O:45])[O:46][C:47]([CH3:48])([CH3:49])[CH3:50])=[O:51])[C:52]([NH:53][CH2:54][CH2:55][NH:56][C:57](=[O:58])[O:59][C:60]([CH3:61])([CH3:62])[CH3:63])=[O:64])[c:6]1[NH:7][C:8]([c:9]1[cH:10][cH:11][cH:12][cH:13][cH:14]1)([c:15]1[cH:16][cH:17][cH:18][cH:19][cH:20]1)[c:21]1[cH:22][cH:23][cH:24][cH:25][cH:26]1. The reactants are BrC=1N=C(C(=NC1)N)C=1N=NN(C1)C(C)C (5-bromo-3-(1-isopropyl-1H-[1,2,3]triazol-4-yl)-pyrazin-2-ylamine), CN1C=CC2=CC(=CC=C12)B(O)O (N-methylindole-5-boronic acid), O (water), C(=O)([O-])[O-].[Cs+].[Cs+] (Cs2CO3). Reagents/catalysts: C=1C=CC(=CC1)[P](C=2C=CC=CC2)(C=3C=CC=CC3)[Pd]([P](C=4C=CC=CC4)(C=5C=CC=CC5)C=6C=CC=CC6)([P](C=7C=CC=CC7)(C=8C=CC=CC8)C=9C=CC=CC9)[P](C=1C=CC=CC1)(C=1C=CC=CC1)C=1C=CC=CC1 (Pd(PPh3)4). The solvent is O1CCOCC1 (1,4-dioxane), CCOC(=O)C (EtOAc). Conditions: temperature 100 celsius, time 16 hour. The product is C(C)(C)N1N=NC(=C1)C=1C(=NC=C(N1)C=1C=C2C=CN(C2=CC1)C)N (3-(1-Isopropyl-1H-[1,2,3]triazol-4-yl)-5-(1-methyl-1H-indol-5-yl)-pyrazin-2-ylamine). Reaction SMILES: Br[C:2]1[N:3]=[C:4]([C:9]2[N:10]=[N:11][N:12]([CH:14]([CH3:16])[CH3:15])[CH:13]=2)[C:5]([NH2:8])=[N:6][CH:7]=1.[CH3:17][N:18]1[C:26]2[C:21](=[CH:22][C:23](B(O)O)=[CH:24][CH:25]=2)[CH:20]=[CH:19]1.O.C([O-])([O-])=O.[Cs+].[Cs+]>O1CCOCC1.CCOC(C)=O.C1C=CC([P]([Pd]([P](C2C=CC=CC=2)(C2C=CC=CC=2)C2C=CC=CC=2)([P](C2C=CC=CC=2)(C2C=CC=CC=2)C2C=CC=CC=2)[P](C2C=CC=CC=2)(C2C=CC=CC=2)C2C=CC=CC=2)(C2C=CC=CC=2)C2C=CC=CC=2)=CC=1>[CH:14]([N:12]1[CH:13]=[C:9]([C:4]2[C:5]([NH2:8])=[N:6][CH:7]=[C:2]([C:23]3[CH:22]=[C:21]4[C:26](=[CH:25][CH:24]=3)[N:18]([CH3:17])[CH:19]=[CH:20]4)[N:3]=2)[N:10]=[N:11]1)([CH3:16])[CH3:15] |f:3.4.5,^1:52,54,73,92|. Reported procedure: To a solution of 5-bromo-3-(1-isopropyl-1H-[1,2,3]triazol-4-yl)-pyrazin-2-ylamine (750 mg, 2.65 mmol) and N-methylindole-5-boronic acid (556 mg, 3.18 mmol) in 1,4-dioxane (15.0 mL)/water (5.0 mL) was added Cs2CO3 (1.29 g, 3.97 mmol) at room temperature. The reaction mixture was purged with argon for 30 min. Then Pd(PPh3)4 (153 mg, 0.13 mmol) was added and allowed to stir at 100° C. for 16 h. The reaction mixture was cooled to RT, diluted with EtOAc (20 mL) and washed with water (20 mL). The orga... Reactants: C(CCC)N1C(N(C(C=2NC(=NC12)CC1=CC=C(C=C1)NC(=O)C=1N=CN(C1)C(C1=CC=CC=C1)(C1=CC=CC=C1)C1=CC=CC=C1)=O)CC1=C(C=CC=C1)F)=O (1-trityl-1H-imidazole-4-carboxylic acid {4-[3-butyl-1-(2-fluoro-benzyl)-2,6-dioxo-2,3,6,7-tetrahydro-1H-purin-8-ylmethyl]-phenyl}-amide), FC(C(=O)O)(F)F (trifluoroacetic acid), C(C)[SiH](CC)CC (triethylsilane). The solvent is ClCCl (dichloromethane). Reaction conditions: temperature 25 celsius, time 30 minute. Yields the product FC(C(=O)O)(F)F.C(CCC)N1C(N(C(C=2NC(=NC12)CC1=CC=C(C=C1)NC(=O)C=1N=CNC1)=O)CC1=C(C=CC=C1)F)=O (1H-imidazole-4-carboxylic acid {4-[3-butyl-1-(2-fluoro-benzyl)-2,6-dioxo-2,3,6,7-tetrahydro-1H-purin-8-ylmethyl]-phenyl}-amide; compound with trifluoro-acetic acid). The yield is 74.0%. As a reaction SMILES: [CH2:1]([N:5]1[C:13]2[N:12]=[C:11]([CH2:14][C:15]3[CH:20]=[CH:19][C:18]([NH:21][C:22]([C:24]4[N:25]=[CH:26][N:27](C(C5C=CC=CC=5)(C5C=CC=CC=5)C5C=CC=CC=5)[CH:28]=4)=[O:23])=[CH:17][CH:16]=3)[NH:10][C:9]=2[C:8](=[O:48])[N:7]([CH2:49][C:50]2[CH:55]=[CH:54][CH:53]=[CH:52][C:51]=2[F:56])[C:6]1=[O:57])[CH2:2][CH2:3][CH3:4].[F:58][C:59]([F:64])([F:63])[C:60]([OH:62])=[O:61].C([SiH](CC)CC)C>ClCCl>[F:58][C:59]([F:64])([F:63])[C:60]([OH:62])=[O:61].[CH2:1]([N:5]1[C:13]2[N:12]=[C:11]([CH2:14][C:15]3[CH:16]=[CH:17][C:18]([NH:21][C:22]([C:24]4[N:25]=[CH:26][NH:27][CH:28]=4)=[O:23])=[CH:19][CH:20]=3)[NH:10][C:9]=2[C:8](=[O:48])[N:7]([CH2:49][C:50]2[CH:55]=[CH:54][CH:53]=[CH:52][C:51]=2[F:56])[C:6]1=[O:57])[CH2:2][CH2:3][CH3:4] |f:4.5|. Procedure: A solution of 1-trityl-1H-imidazole-4-carboxylic acid {4-[3-butyl-1-(2-fluoro-benzyl)-2,6-dioxo-2,3,6,7-tetrahydro-1H-purin-8-ylmethyl]-phenyl}-amide (46 mg, 0.06 mmol) in dichloromethane (1.0 mL) at 25° C. was treated with trifluoroacetic acid (1.0 mL). The reaction was stirred at 25° C. for 30 min. At this time, the reaction was treated with triethylsilane (20 μL, 0.12 mmol) and then concentrated in vacuo. The resulting residue was purified by HPLC (20–95% acetonitrile/water (0.075% trifluoroa... Reactants: COC(=O)C=1SC=CC1OS(=O)(=O)C1=CC=C(C=C1)C (3-(toluene-4-sulfonyloxy)-thiophene-2-carboxylic acid methyl ester), C1(=CC=CC=C1)C#C (phenylacetylene). The solvent is CCCCCCC.C(Cl)Cl (heptane DCM). Yields the product COC(=O)C=1SC=CC1C#CC1=CC=CC=C1 (3-Phenylethynyl-thiophene-2-carboxylic acid methyl ester). As a reaction SMILES: [CH3:1][O:2][C:3]([C:5]1[S:6][CH:7]=[CH:8][C:9]=1OS(C1C=CC(C)=CC=1)(=O)=O)=[O:4].[C:21]1([C:27]#[CH:28])[CH:26]=[CH:25][CH:24]=[CH:23][CH:22]=1>CCCCCCC.C(Cl)Cl>[CH3:1][O:2][C:3]([C:5]1[S:6][CH:7]=[CH:8][C:9]=1[C:28]#[C:27][C:21]1[CH:26]=[CH:25][CH:24]=[CH:23][CH:22]=1)=[O:4] |f:2.3|. Procedure details: This product was prepared from 3-(toluene-4-sulfonyloxy)-thiophene-2-carboxylic acid methyl ester and phenylacetylene following the general procedure for the Sonogashira cross-coupling reaction described above. Chromatography eluent: heptane/DCM 1:1; yield (91 mg, 75%); 1H NMR δ (CDCl3): 7.53 (m, 2H), 7.39 (d, J=5.02 Hz, 1H), 7.3 (m, 3H), 7.12 (d, J=5.10 Hz, 1H), 3.82 (s, 3H); LCMS m/z: 242. Procedure details: 2-(4-Isopropylthiazol-2-yl)-8-fluoro-7-methoxyquinolin-4-ol 218c was synthesized from compound 217c as a yellow solid in 90% yield, according to the procedure as described for compound 218a. MS (ESI, EI+): m/z=319 (MH+). Yield: 90.0%. The reactants are C(C)(=O)C1=CC=C(C(=C1NC(=O)C=1SC=C(N1)C(C)C)F)OC (N-(6-Acetyl-2-fluoro-3-methoxyphenyl)-4-isopropylthiazole-2-carboxamide), C(C)(C)C=1N=C(SC1)C1=NC2=CC(=CC=C2C(=C1)O)OC (2-(4-isopropylthiazol-2-yl)-7-methoxyquinolin-4-ol). RXN SMILES: [C:1]([C:4]1[C:9]([NH:10][C:11]([C:13]2[S:14][CH:15]=[C:16]([CH:18]([CH3:20])[CH3:19])[N:17]=2)=O)=[C:8]([F:21])[C:7]([O:22][CH3:23])=[CH:6][CH:5]=1)(=[O:3])[CH3:2].C(C1N=C(C2C=C(O)C3C(=CC(OC)=CC=3)N=2)SC=1)(C)C>>[CH:18]([C:16]1[N:17]=[C:13]([C:11]2[CH:2]=[C:1]([OH:3])[C:4]3[C:9](=[C:8]([F:21])[C:7]([O:22][CH3:23])=[CH:6][CH:5]=3)[N:10]=2)[S:14][CH:15]=1)([CH3:20])[CH3:19]. Yields the product C(C)(C)C=1N=C(SC1)C1=NC2=C(C(=CC=C2C(=C1)O)OC)F (2-(4-Isopropylthiazol-2-yl)-8-fluoro-7-methoxyquinolin-4-ol). Starting materials: ClC1=C(C=O)C=CC=C1 ((2-chloro)benzaldehye), BrC(Br)Br (tribromomethane), [OH-].[K+] (potassium hydroxide), C(C)OCC (ethyl ether). Reagents/catalysts: [Br-].C(CCC)[P+](CCCC)(CCCC)CCCC (tetrabutylphosphonium bromide). The solvent is O (water). Run at temperature 0 celsius, time 24 hour. Product: BrC(C(=O)O)C1=C(C=CC=C1)Cl (α-bromo(2-chloro)phenylacetic acid). Reaction SMILES: [Cl:1][C:2]1[CH:9]=[CH:8][CH:7]=[CH:6][C:3]=1C=O.Br[CH:11]([Br:13])Br.[OH-:14].[K+].C([O:18][CH2:19]C)C>[Br-].C([P+](CCCC)(CCCC)CCCC)CCC.O>[Br:13][CH:11]([C:9]1[CH:8]=[CH:7][CH:6]=[CH:3][C:2]=1[Cl:1])[C:19]([OH:18])=[O:14] |f:2.3,5.6|. Procedure details: A solution of 141 g of (2-chloro)benzaldehye and 270 g of tribromomethane in 500 ml of ethyl ether is added to a solution of 270 g of potassium hydroxide and 34 g of tetrabutylphosphonium bromide in 800 ml of water. The mixture is stirred for 24 hours at 0° C. Yields the product CC1=CC(=C(C=C1C=CC1=CC=C(C=C1)C=1OC2=C(C1)C=CC=C2)C(=O)O)OC (2-[4-(6-methyl-4-methoxy-3-carboxystyryl)phenyl]benzofuran). Starting materials: CC1=C(C=C(C(=O)O)C(=C1)OC)C=O (4-methyl-6-methoxyisophthalaldehydic acid), C(C1=CC=C(C=O)C=C1)(=O)O (terephthalaldehydic acid). Reaction SMILES: [CH3:1][C:2]1[CH:10]=[C:9]([O:11][CH3:12])[C:5]([C:6]([OH:8])=[O:7])=[CH:4][C:3]=1[CH:13]=O.[C:15]([OH:25])(=O)[C:16]1[CH:23]=[CH:22][C:19]([CH:20]=O)=[CH:18][CH:17]=1>>[CH3:1][C:2]1[C:3]([CH:13]=[CH:20][C:19]2[CH:18]=[CH:17][C:16]([C:15]3[O:25][C:3]4[CH:4]=[CH:5][CH:9]=[CH:10][C:2]=4[CH:1]=3)=[CH:23][CH:22]=2)=[CH:4][C:5]([C:6]([OH:8])=[O:7])=[C:9]([O:11][CH3:12])[CH:10]=1. Reported procedure: When an equivalent amount of the anil derivative of 4-methyl-6-methoxyisophthalaldehydic acid is substituted for the anil derivative of terephthalaldehydic acid in the procedure described in Example 2 above, there is obtained as the product 2-[4-(6-methyl-4-methoxy-3-carboxystyryl)phenyl]benzofuran. Starting materials: C[Si](C)(C)Br, ClCCl, CC(O)c1ccc(F)cc1. The product is CC(Br)c1ccc(F)cc1. RXN SMILES: [Br:11][Si:12]([CH3:13])([CH3:14])[CH3:15].[Cl:16][CH2:17][Cl:18].[F:1][c:2]1[cH:3][cH:4][c:5]([CH:8]([CH3:9])[OH:10])[cH:6][cH:7]1>>[F:1][c:2]1[cH:3][cH:4][c:5]([CH:8]([CH3:9])[Br:11])[cH:6][cH:7]1. The reactants are CCO, CCCCCC(O)CCCN(Cc1cccc(C=CC(=O)O)c1)S(C)(=O)=O. Yields the product CCCCCC(O)CCCN(Cc1cccc(CCC(=O)O)c1)S(C)(=O)=O. As a reaction SMILES: [CH3:28][CH2:29][OH:30].[OH:1][CH:2]([CH2:3][CH2:4][CH2:5][N:6]([S:7](=[O:8])(=[O:9])[CH3:10])[CH2:11][c:12]1[cH:13][c:14]([CH:15]=[CH:16][C:17](=[O:18])[OH:19])[cH:20][cH:21][cH:22]1)[CH2:23][CH2:24][CH2:25][CH2:26][CH3:27]>>[OH:1][CH:2]([CH2:3][CH2:4][CH2:5][N:6]([S:7](=[O:8])(=[O:9])[CH3:10])[CH2:11][c:12]1[cH:13][c:14]([CH2:15][CH2:16][C:17](=[O:18])[OH:19])[cH:20][cH:21][cH:22]1)[CH2:23][CH2:24][CH2:25][CH2:26][CH3:27].